This data is from the Open Reaction Database (ORD), a public repository of structured organic reaction records. The task is: describe an organic reaction: reactants, conditions, products, and yield The product is CCCOc1cnccc1-c1nc2cc(C(F)(F)F)ccc2n1C. As a reaction SMILES: [CH2:1]([CH2:2][CH3:3])[OH:4].[Cl-:28].[F:7][c:8]1[cH:9][n:10][cH:11][cH:12][c:13]1-[c:14]1[n:15][c:16]2[c:17]([n:18]1[CH3:19])[cH:20][cH:21][c:22]([C:24]([F:25])([F:26])[F:27])[cH:23]2.[H-:5].[NH4+:29].[Na+:6].[O:30]=[CH:31][N:32]([CH3:33])[CH3:34]>>[CH2:1]([CH2:2][CH3:3])[O:4][c:8]1[cH:9][n:10][cH:11][cH:12][c:13]1-[c:14]1[n:15][c:16]2[c:17]([n:18]1[CH3:19])[cH:20][cH:21][c:22]([C:24]([F:25])([F:26])[F:27])[cH:23]2. Reactants: CCCO, [Cl-], Cn1c(-c2ccncc2F)nc2cc(C(F)(F)F)ccc21, [H-], [NH4+], [Na+], CN(C)C=O. Reactants: CCOC(C)=O, CN(C)c1ccncc1, C, ClCCl, CC(C)(C)OC(=O)N1CCCC1CO, O=S(=O)(Cl)Cl. Yields the product CC(C)(C)OC(=O)N1CCCC1COS(C)(=O)=O. Reaction SMILES: [CH3:21][CH2:22][O:23][C:24](=[O:25])[CH3:26].[CH3:27][N:28]([CH3:29])[c:30]1[cH:31][cH:32][n:33][cH:34][cH:35]1.[CH4:6].[Cl:36][CH2:37][Cl:38].[OH:7][CH2:8][CH:9]1[N:10]([C:14](=[O:15])[O:16][C:17]([CH3:18])([CH3:19])[CH3:20])[CH2:11][CH2:12][CH2:13]1.[S:1](=[O:2])(=[O:3])([Cl:4])[Cl:5]>>[S:1](=[O:2])(=[O:3])([O:7][CH2:8][CH:9]1[N:10]([C:14](=[O:15])[O:16][C:17]([CH3:18])([CH3:19])[CH3:20])[CH2:11][CH2:12][CH2:13]1)[CH3:21]. Starting materials: CCn1ncc(-n2cc(I)nc2C)cc1=O, C[Si](C)(C)C#Cc1ccnc(Cl)c1. Yields the product CCn1ncc(-n2cc(C#Cc3ccnc(Cl)c3)nc2C)cc1=O. As a reaction SMILES: [CH2:1]([CH3:2])[n:3]1[n:4][cH:5][c:6](-[n:10]2[c:11]([CH3:16])[n:12][c:13]([I:15])[cH:14]2)[cH:7][c:8]1=[O:9].[Cl:17][c:18]1[n:19][cH:20][cH:21][c:22]([C:24]#[C:25][Si:26]([CH3:27])([CH3:28])[CH3:29])[cH:23]1>>[CH2:1]([CH3:2])[n:3]1[n:4][cH:5][c:6](-[n:10]2[c:11]([CH3:16])[n:12][c:13]([C:25]#[C:24][c:22]3[cH:21][cH:20][n:19][c:18]([Cl:17])[cH:23]3)[cH:14]2)[cH:7][c:8]1=[O:9].